This data is from the Open Reaction Database (ORD), a public repository of structured organic reaction records. The task is: describe an organic reaction: reactants, conditions, products, and yield Starting materials: CCN(CC)CCCC1CCN(CCN)CC1, CCOC(C)=O, O=C1Nc2cccnc2N(C(=O)Cl)c2ccccc21. The product is CCN(CC)CCCC1CCN(CCNC(=O)N2c3ccccc3C(=O)Nc3cccnc32)CC1. As a reaction SMILES: [CH2:20]([CH3:21])[N:22]([CH2:23][CH2:24][CH2:25][CH:26]1[CH2:27][CH2:28][N:29]([CH2:32][CH2:33][NH2:34])[CH2:30][CH2:31]1)[CH2:35][CH3:36].[CH3:37][CH2:38][O:39][C:40](=[O:41])[CH3:42].[Cl:1][C:2](=[O:3])[N:4]1[c:5]2[c:6]([cH:16][cH:17][cH:18][n:19]2)[NH:7][C:8](=[O:15])[c:9]2[c:10]1[cH:11][cH:12][cH:13][cH:14]2>>[C:2](=[O:3])([N:4]1[c:5]2[c:6]([cH:16][cH:17][cH:18][n:19]2)[NH:7][C:8](=[O:15])[c:9]2[c:10]1[cH:11][cH:12][cH:13][cH:14]2)[NH:34][CH2:33][CH2:32][N:29]1[CH2:28][CH2:27][CH:26]([CH2:25][CH2:24][CH2:23][N:22]([CH2:20][CH3:21])[CH2:35][CH3:36])[CH2:31][CH2:30]1. The reactants are C(C1=CC=CC=C1)N1C[C@@]2([C@H](CC3=C([C@H]2C1=O)C=CC=C3Cl)C)C ((3aR*,4S*,9bR*)-2-Benzyl-6-chloro-3a,4-dimethyl-2,3,3a,4,5,9b-hexahydro-1H-benzo[e]isoindol-1-one), CO (MeOH), Cl (HCl), B.C1CCOC1 (Borane THF). The solvent is C1CCOC1 (THF). Reaction conditions: temperature 70 celsius. Yields the product C(C1=CC=CC=C1)N1C[C@@]2([C@H](CC3=C([C@H]2C1)C=CC=C3Cl)C)C ((3aR*,4S*,9bR*)-2-benzyl-6-chloro-3a,4-dimethyl-2,3,3a,4,5,9b-hexahydro-1H-benzo[e]isoindole). Isolated yield 23.7%. Reaction SMILES: [CH2:1]([N:8]1[C:16](=O)[C@H:15]2[C@@:10]([CH3:24])([C@@H:11]([CH3:23])[CH2:12][C:13]3[C:21]([Cl:22])=[CH:20][CH:19]=[CH:18][C:14]=32)[CH2:9]1)[C:2]1[CH:7]=[CH:6][CH:5]=[CH:4][CH:3]=1.B.C1COCC1.CO.Cl>C1COCC1>[CH2:1]([N:8]1[CH2:16][C@H:15]2[C@@:10]([CH3:24])([C@@H:11]([CH3:23])[CH2:12][C:13]3[C:21]([Cl:22])=[CH:20][CH:19]=[CH:18][C:14]=32)[CH2:9]1)[C:2]1[CH:3]=[CH:4][CH:5]=[CH:6][CH:7]=1 |f:1.2|. Procedure: (3aR*,4S*,9bR*)-2-Benzyl-6-chloro-3a,4-dimethyl-2,3,3a,4,5,9b-hexahydro-1H-benzo[e]isoindol-1-one (229 mg, 0.674 mmol) was dissolved in THF (2.6 ml). Borane THF (2 M solution) (6.74 mmol, 6.74 ml) was added and the reaction mixture was heated to 70° C. overnight. MeOH and 5 N aq HCl (4 ml) were then added and the resulting solution was heated at 70° C. for a further 2 hours. The organic solvents were removed in vacuo and the reaction mixture was basified using 4 N NaOH. The aqueous mixture was e... The reactants are [Br-], Brc1ccccc1, C1CCOC1, CC12CCC3C4CCC(=O)C=C4C=CC3C1CCC2=O, C[Si](C)(C)Cl, CC(=O)O, CN1CCCN(C)C1=O, [Cu]I, [Cu], [I-], [Li+], [Mg], [Mg+]c1ccccc1. The product is CC12CCC3C4CCC(=O)C=C4CC(c4ccccc4)C3C1CCC2=O. As a reaction SMILES: [Br-:10].[Br:2][c:3]1[cH:4][cH:5][cH:6][cH:7][cH:8]1.[CH2:44]1[O:45][CH2:46][CH2:47][CH2:48]1.[CH3:19][C:20]12[C:21](=[O:38])[CH2:22][CH2:23][CH:24]1[CH:25]1[CH:26]=[CH:27][C:28]3=[CH:29][C:30](=[O:37])[CH2:31][CH2:32][CH:33]3[CH:34]1[CH2:35][CH2:36]2.[CH3:39][Si:40]([CH3:41])([CH3:42])[Cl:43].[CH3:52][C:53](=[O:54])[OH:55].[CH3:56][N:57]1[CH2:58][CH2:59][CH2:60][N:61]([CH3:62])[C:63]1=[O:64].[Cu:49][I:50].[Cu:51].[I-:11].[Li+:9].[Mg:1].[c:12]1([Mg+:13])[cH:14][cH:15][cH:16][cH:17][cH:18]1>>[c:3]1([CH:26]2[CH:25]3[CH:24]4[C:20]([CH3:19])([C:21](=[O:38])[CH2:22][CH2:23]4)[CH2:36][CH2:35][CH:34]3[CH:33]3[C:28](=[CH:29][C:30](=[O:37])[CH2:31][CH2:32]3)[CH2:27]2)[cH:4][cH:5][cH:6][cH:7][cH:8]1. Reactants: CN1CC(C[C@@H]2C=3C=CC=C4NC=C(C[C@@H]12)C34)COC3=CC=CC=C3 (6-methyl-8-phenoxymethylergoline), C(\C=C/C(=O)O)(=O)O (maleic acid). Procedure details: A solution of 3.3 g. of 6-methyl-8-phenoxymethylergoline in 50 ml. of diethyl ether was stirred while a solution of 0.58 g. of maleic acid in 10 ml. of diethyl ether was added in one portion. After stirring for about 1 hour, the crystalline 6-methyl-8-phenoxymethylergoline maleate salt was collected by filtration. Run in C(C)OCC (diethyl ether), C(C)OCC (diethyl ether). RXN SMILES: [CH3:1][N:2]1[C@H:16]2[C@@H:6]([C:7]3[CH:8]=[CH:9][CH:10]=[C:11]4[C:17]=3[C:14]([CH2:15]2)=[CH:13][NH:12]4)[CH2:5][CH:4]([CH2:18][O:19][C:20]2[CH:25]=[CH:24][CH:23]=[CH:22][CH:21]=2)[CH2:3]1.[C:26]([OH:33])(=[O:32])/[CH:27]=[CH:28]\[C:29]([OH:31])=[O:30]>C(OCC)C>[C:26]([OH:33])(=[O:32])/[CH:27]=[CH:28]\[C:29]([OH:31])=[O:30].[CH3:1][N:2]1[C@H:16]2[C@@H:6]([C:7]3[CH:8]=[CH:9][CH:10]=[C:11]4[C:17]=3[C:14]([CH2:15]2)=[CH:13][NH:12]4)[CH2:5][CH:4]([CH2:18][O:19][C:20]2[CH:25]=[CH:24][CH:23]=[CH:22][CH:21]=2)[CH2:3]1 |f:3.4|. Yields the product C(\C=C/C(=O)O)(=O)O.CN1CC(C[C@@H]2C=3C=CC=C4NC=C(C[C@@H]12)C34)COC3=CC=CC=C3 (6-Methyl-8-phenoxymethylergoline maleate). Conditions: time 1 hour. Starting materials: C(CCC)OC=1C(OC2=C(C1O)C(=CC=C2)O)=O (3-butoxy-4,5-dihydroxy-2H-1-benzopyran-2-one), BrCCC(=O)OCC (ethyl 3-bromopropionate). Product: C(CCC)OC=1C(OC2=C(C1O)C(=CC=C2)OCCC(=O)OCC)=O (3-butoxy-4-hydroxy-5-(2-ethoxycarbonylethoxy)-2H-1-benzopyran-2-one). RXN SMILES: [CH2:1]([O:5][C:6]1[C:7](=[O:18])[O:8][C:9]2[CH:16]=[CH:15][CH:14]=[C:13]([OH:17])[C:10]=2[C:11]=1[OH:12])[CH2:2][CH2:3][CH3:4].Br[CH2:20][CH2:21][C:22]([O:24][CH2:25][CH3:26])=[O:23]>>[CH2:1]([O:5][C:6]1[C:7](=[O:18])[O:8][C:9]2[CH:16]=[CH:15][CH:14]=[C:13]([O:17][CH2:20][CH2:21][C:22]([O:24][CH2:25][CH3:26])=[O:23])[C:10]=2[C:11]=1[OH:12])[CH2:2][CH2:3][CH3:4]. Procedure details: In the same manner as in Reference Example 3, except that an equimolar amount of 3-butoxy-4,5-dihydroxy-2H-1-benzopyran-2-one was used in place of 3-hexyloxy-4,5-dihydroxy-2H-1-benzopyran-2-one, and ethyl 3-bromopropionate was used in place of ethyl bromoacetate in Reference Example 3, 3-butoxy-4-hydroxy-5-(2-ethoxycarbonylethoxy)-2H-1-benzopyran-2-one was obtained. The reactants are C(CC(O)(C(=O)O)CC(=O)O)(=O)O (citric acid), BrC1=C(C(=O)NC2=C(C=CC=C2)C)C(=CC=C1)[Si](C)(C)C (2-Bromo-N-(2-methylphenyl)-6-(trimethylsilyl) benzamide), C1CCOC1 (THF), [Li]C(C)CC (s-BuLi). Solvent: C1CCCCC1 (cyclohexane). Reaction conditions: time 30 minute. Product: CC1=C(C=CC=C1)NC(C1=C(C=CC=C1)[Si](C)(C)C)=O (N-(2-Methylphenyl)-2-(trimethylsilyl)benzamide). Yield: 54.0%. As a reaction SMILES: Br[C:2]1[CH:17]=[CH:16][CH:15]=[C:14]([Si:18]([CH3:21])([CH3:20])[CH3:19])[C:3]=1[C:4]([NH:6][C:7]1[CH:12]=[CH:11][CH:10]=[CH:9][C:8]=1[CH3:13])=[O:5].C1COCC1.[Li]C(CC)C.C(O)(=O)CC(CC(O)=O)(C(O)=O)O>C1CCCCC1>[CH3:13][C:8]1[CH:9]=[CH:10][CH:11]=[CH:12][C:7]=1[NH:6][C:4](=[O:5])[C:3]1[CH:2]=[CH:17][CH:16]=[CH:15][C:14]=1[Si:18]([CH3:21])([CH3:20])[CH3:19]. Procedure details: The compound of Example 120 (0.0021 mol, 0.75 g) and 50 mL THF were cooled to -78° C. in a nitrogen atmosphere with magnetic stirring. 1.3M s-BuLi (0.0026 mol, 2 mL) in cyclohexane was added dropwise. After stirring for 30 min, 25 mL of 25% citric acid were added. The mixture was then extracted three times with ethyl acetate, the extracts combined and washed with brine and twice with water, dried (MgSO4) and concentrated. The title compound was recrystallized as a white solid from ethyl acetate/... Reaction conditions: time 2 hour. The yield is 108.7%. The reactants are FC=1C=CC(=NC1)C1=NOC(=C1CO)C ([3-(5-fluoro-pyridin-2-yl)-5-methyl-isoxazol-4-yl]-methanol), COC(=O)C1=NC=C(C=C1)O (5-hydroxy-pyridine-2-carboxylic acid methyl ester), C1(=CC=CC=C1)P(C1=CC=CC=C1)C1=CC=CC=C1 (triphenylphosphine), N(=NC(=O)OCC)C(=O)OCC (diethyl azodicarboxylate). Reaction SMILES: [F:1][C:2]1[CH:3]=[CH:4][C:5]([C:8]2[C:12]([CH2:13][OH:14])=[C:11]([CH3:15])[O:10][N:9]=2)=[N:6][CH:7]=1.[CH3:16][O:17][C:18]([C:20]1[CH:25]=[CH:24][C:23](O)=[CH:22][N:21]=1)=[O:19].C1(P(C2C=CC=CC=2)C2C=CC=CC=2)C=CC=CC=1.N(C(OCC)=O)=NC(OCC)=O>C1COCC1>[CH3:16][O:17][C:18]([C:20]1[CH:25]=[CH:24][C:23]([O:14][CH2:13][C:12]2[C:8]([C:5]3[CH:4]=[CH:3][C:2]([F:1])=[CH:7][N:6]=3)=[N:9][O:10][C:11]=2[CH3:15])=[CH:22][N:21]=1)=[O:19]. Run in C1CCOC1 (THF). Yields the product COC(=O)C1=NC=C(C=C1)OCC=1C(=NOC1C)C1=NC=C(C=C1)F (5-[3-(5-Fluoro-pyridin-2-yl)-5-methyl-isoxazol-4-ylmethoxy]-pyridine-2-carboxylic acid methyl ester). Reported procedure: To a solution of [3-(5-fluoro-pyridin-2-yl)-5-methyl-isoxazol-4-yl]-methanol (854 mg, 4.1 mmol) in THF (40 mL) was added 5-hydroxy-pyridine-2-carboxylic acid methyl ester (691 mg, 4.5 mmol) and triphenylphosphine (1.61 g, 6.1 mmol) at ambient temperature under an argon atmosphere. Then diethyl azodicarboxylate (2.82 mL, 40% solution in toluene, 6.0 mmol) was added and the reaction mixture was stirred for 2 h at room temperature. The reaction mixture was evaporated and then purified by chromatogr...